This data is from the Open Reaction Database (ORD), a public repository of structured organic reaction records. The task is: describe an organic reaction: reactants, conditions, products, and yield Reactants: ClC1=NC=NC(=C1)C1=CC=C(C=C1)F (4-chloro-6-(4-fluorophenyl)pyrimidine), C(C#C)O (2-propyn-1-ol), O (water), [H-].[Na+] (sodium hydride). The solvent is CN(C=O)C (N,N-dimethylformamide). Conditions: time 9 hour. The product is FC1=CC=C(C=C1)C1=NC=NC(=C1)OCC#C (4-(4-fluorophenyl)-6-(2-propynyloxy)pyrimidine). The yield is 68.9%. Reaction SMILES: Cl[C:2]1[CH:7]=[C:6]([C:8]2[CH:13]=[CH:12][C:11]([F:14])=[CH:10][CH:9]=2)[N:5]=[CH:4][N:3]=1.[CH2:15]([OH:18])[C:16]#[CH:17].[H-].[Na+].O>CN(C)C=O>[F:14][C:11]1[CH:12]=[CH:13][C:8]([C:6]2[CH:7]=[C:2]([O:18][CH2:15][C:16]#[CH:17])[N:3]=[CH:4][N:5]=2)=[CH:9][CH:10]=1 |f:2.3|. Procedure: In 7 ml of N,N-dimethylformamide were dissolved 199 mg of 4-chloro-6-(4-fluorophenyl)pyrimidine and 64 mg of 2-propyn-1-ol, to which 46 mg of sodium hydride (60% in oil) was added, followed by stirring at room temperature for 9 hours. The reaction mixture was then poured into water and extracted with ethyl acetate. The organic layer was washed with a saturated aqueous sodium chloride solution, dried over anhydrous magnesium sulfate, and then concentrated. The resulting residue was subjected to s... The reactants are C(C)(C)(C)OC(=O)N1CC(C=2C=NC(=CC21)Cl)(C)C (6-chloro-3,3-dimethyl-2,3-dihydro-1H-pyrrolo[3,2-c]pyridine-1-carboxylic acid tert butyl ester), C(=C)(C)B1OC(C(O1)(C)C)(C)C (2-isopropenyl-4,4,5,5-tetramethyl-[1,3,2]dioxaborolane). Product: C(C)(C)(C)OC(=O)N1CC(C=2C=NC(=CC21)C(=C)C)(C)C (6-Isopropenyl-3,3-dimethyl-2,3-dihydro-pyrrolo[3,2-c]pyridine-1-carboxylic acid tert-butyl ester). RXN SMILES: [C:1]([O:5][C:6]([N:8]1[C:16]2[CH:15]=[C:14](Cl)[N:13]=[CH:12][C:11]=2[C:10]([CH3:19])([CH3:18])[CH2:9]1)=[O:7])([CH3:4])([CH3:3])[CH3:2].[C:20](B1OC(C)(C)C(C)(C)O1)([CH3:22])=[CH2:21]>>[C:1]([O:5][C:6]([N:8]1[C:16]2[CH:15]=[C:14]([C:20]([CH3:22])=[CH2:21])[N:13]=[CH:12][C:11]=2[C:10]([CH3:19])([CH3:18])[CH2:9]1)=[O:7])([CH3:4])([CH3:3])[CH3:2]. Reported procedure: Prepared from 6-chloro-3,3-dimethyl-2,3-dihydro-1H-pyrrolo[3,2-c]pyridine-1-carboxylic acid tert butyl ester and 2-isopropenyl-4,4,5,5-tetramethyl-[1,3,2]dioxaborolane using a procedure analogous to that of Preparation 379. MS: [M+H]+=289. Starting materials: O=C([O-])[O-], SCc1ccccc1, CN(C)C=O, COC(=O)c1cccc([N+](=O)[O-])c1Cl, [K+], [K+], O. Product: COC(=O)c1cccc([N+](=O)[O-])c1SCc1ccccc1. As a reaction SMILES: [C:15](=[O:16])([O-:17])[O-:18].[CH2:21]([c:22]1[cH:23][cH:24][cH:25][cH:26][cH:27]1)[SH:28].[CH3:29][N:30]([CH3:31])[CH:32]=[O:33].[Cl:1][c:2]1[c:3]([C:4](=[O:5])[O:6][CH3:7])[cH:8][cH:9][cH:10][c:11]1[N+:12](=[O:13])[O-:14].[K+:19].[K+:20].[OH2:34]>>[c:2]1([S:28][CH2:21][c:22]2[cH:23][cH:24][cH:25][cH:26][cH:27]2)[c:3]([C:4](=[O:5])[O:6][CH3:7])[cH:8][cH:9][cH:10][c:11]1[N+:12](=[O:13])[O-:14].